From a dataset of the Open Reaction Database (ORD), a public repository of structured organic reaction records. describe an organic reaction: reactants, conditions, products, and yield Reactants: C(C)OC(=O)C=1N=C(N(C(C1OCC1=CC=CC=C1)=O)C)N1CCC(CC1)O (5-Benzyloxy-2-(4-hydroxypiperidin-1-yl)-1-methyl-6-oxo-1,6-dihydropyrimidine-4-carboxylic acid ethyl ester), FC(C(=O)O)(F)F (trifluroacetic acid). Reaction conditions: time 10 hour. Yields the product C(C)OC(=O)C=1N=C(N(C(C1O)=O)C)N1CCC(CC1)OC(C(F)(F)F)=O (5-Hydroxy-1-methyl-6-oxo-2-[4-(2,2,2-trifluoroacetoxy)piperidin-1-yl]-1,6-dihydropyrimidine-4-carboxylic acid ethyl ester). Reaction SMILES: [CH2:1]([O:3][C:4]([C:6]1[N:7]=[C:8]([N:22]2[CH2:27][CH2:26][CH:25]([OH:28])[CH2:24][CH2:23]2)[N:9]([CH3:21])[C:10](=[O:20])[C:11]=1[O:12]CC1C=CC=CC=1)=[O:5])[CH3:2].[F:29][C:30]([F:35])([F:34])[C:31](O)=[O:32]>>[CH2:1]([O:3][C:4]([C:6]1[N:7]=[C:8]([N:22]2[CH2:27][CH2:26][CH:25]([O:28][C:31](=[O:32])[C:30]([F:35])([F:34])[F:29])[CH2:24][CH2:23]2)[N:9]([CH3:21])[C:10](=[O:20])[C:11]=1[OH:12])=[O:5])[CH3:2]. Reported procedure: 5-Benzyloxy-2-(4-hydroxypiperidin-1-yl)-1-methyl-6-oxo-1,6-dihydropyrimidine-4-carboxylic acid ethyl ester (0.760 g, 1.96 mmol) was treated with trifluroacetic acid (20 mL) at ambient temperature. After 10 h, the reaction mixture was concentrated and purified on silica gel column using 2–5% MeOH/CH2Cl2 to afford desired product as a brown paste (0.650 g, 84%). 1H NMR (500 MHz, CDCl3) δ: 10.02 (br s, 1H), 5.23–5.19 (m, 1H), 4.44 (q, J=7.0 Hz, 2H), 3.57 (s, 3H), 3.36–3.31 (m, 2H), 3.15–3.10 (m, 2H... Reactants: CC(=O)Nc1cccc2c(O)c(NC(=O)CCl)ccc12, Cn1ccnc1, C1COCCO1. Yields the product CC(=O)Nc1cccc2c(O)c(NC(=O)Cn3cc[n+](C)c3)ccc12, [Cl-]. As a reaction SMILES: [C:7]([CH3:8])(=[O:9])[NH:10][c:11]1[c:12]2[cH:13][cH:14][c:15]([NH:22][C:23]([CH2:24][Cl:25])=[O:26])[c:16]([OH:21])[c:17]2[cH:18][cH:19][cH:20]1.[CH3:1][n:2]1[cH:3][n:4][cH:5][cH:6]1.[O:27]1[CH2:28][CH2:29][O:30][CH2:31][CH2:32]1>>[CH3:1][n+:2]1[cH:3][n:4]([CH2:24][C:23]([NH:22][c:15]2[cH:14][cH:13][c:12]3[c:11]([NH:10][C:7]([CH3:8])=[O:9])[cH:20][cH:19][cH:18][c:17]3[c:16]2[OH:21])=[O:26])[cH:5][cH:6]1.[Cl-:25]. Product: COC(=O)CC(=Cc1ccc(C(=O)OC(C)(C)C)cc1[N+](=O)[O-])C(=O)OC. The reactants are CC(C)(C)OC(=O)c1ccc(C=O)c([N+](=O)[O-])c1, CCOC(C)=O, COC(=O)C=CC(=O)OC, CC(=O)O, CCCCCC, c1ccc(P(c2ccccc2)c2ccccc2)cc1, c1ccccc1. Reaction SMILES: [C:36]([CH3:37])([CH3:38])([CH3:39])[O:40][C:41]([c:42]1[cH:43][c:44]([N+:50](=[O:51])[O-:52])[c:45]([CH:48]=[O:49])[cH:46][cH:47]1)=[O:53].[C:58]([O:59][CH2:60][CH3:61])(=[O:62])[CH3:63].[CH3:20][O:21][C:22](=[O:23])[CH:24]=[CH:25][C:26](=[O:27])[O:28][CH3:29].[CH3:54][C:55](=[O:56])[OH:57].[CH3:64][CH2:65][CH2:66][CH2:67][CH2:68][CH3:69].[c:1]1([P:2]([c:3]2[cH:4][cH:5][cH:6][cH:7][cH:8]2)[c:9]2[cH:10][cH:11][cH:12][cH:13][cH:14]2)[cH:15][cH:16][cH:17][cH:18][cH:19]1.[cH:30]1[cH:31][cH:32][cH:33][cH:34][cH:35]1>>[CH3:20][O:21][C:22](=[O:23])[C:24]([CH2:25][C:26](=[O:27])[O:28][CH3:29])=[CH:48][c:45]1[c:44]([N+:50](=[O:51])[O-:52])[cH:43][c:42]([C:41]([O:40][C:36]([CH3:37])([CH3:38])[CH3:39])=[O:53])[cH:47][cH:46]1. Starting materials: CC(Br)c1nsc(NC(=O)OC(C)(C)C)n1, [C-]#N, [I-], [Na+], [Na+], CN(C)C=O. The product is CC(C#N)c1nsc(NC(=O)OC(C)(C)C)n1. As a reaction SMILES: [Br:1][CH:2]([CH3:3])[c:4]1[n:5][s:6][c:7]([NH:9][C:10]([O:11][C:12]([CH3:13])([CH3:14])[CH3:15])=[O:16])[n:8]1.[C-:17]#[N:18].[I-:20].[Na+:19].[Na+:21].[O:22]=[CH:23][N:24]([CH3:25])[CH3:26]>>[CH:2]([CH3:3])([c:4]1[n:5][s:6][c:7]([NH:9][C:10]([O:11][C:12]([CH3:13])([CH3:14])[CH3:15])=[O:16])[n:8]1)[C:17]#[N:18]. Reactants: ClC1=NC=CC=C1N (2-chloropyridin-3-amine), C(C)OC(C(F)(F)F)O (1-ethoxy-2,2,2-trifluoro-ethanol). Product: C(C)OC(C(F)(F)F)OC1=NC=CC=C1N (2-(1-ethoxy-2,2,2-trifluoro-ethoxy)pyridin-3-amine). Reaction SMILES: Cl[C:2]1[C:7]([NH2:8])=[CH:6][CH:5]=[CH:4][N:3]=1.[CH2:9]([O:11][CH:12]([OH:17])[C:13]([F:16])([F:15])[F:14])[CH3:10]>>[CH2:9]([O:11][CH:12]([O:17][C:2]1[C:7]([NH2:8])=[CH:6][CH:5]=[CH:4][N:3]=1)[C:13]([F:16])([F:15])[F:14])[CH3:10]. Reported procedure: Was prepared in a similar manner as intermediate III.1 from 2-chloropyridin-3-amine and 1-ethoxy-2,2,2-trifluoro-ethanol. Reactants: C(C(=C)C)(=O)OC (methyl methacrylate), C(C=C)(=O)OCC1CC2C(CC1)O2 (3,4-epoxycyclohexylmethyl acrylate), C1(OCCO1)=O (ethylene carbonate), N(=NC(C#N)(C)C)C(C#N)(C)C (2,2′-azobis(isobutyronitrile)), C(OCC)(OCC)=O (diethyl carbonate), N(=NC(C#N)(C)C)C(C#N)(C)C (2,2′-azobis(isobutyronitrile)). Procedure details: 60.0 g of methyl methacrylate, 20.0 g of 3,4-epoxycyclohexylmethyl acrylate, 226.6 g of ethylene carbonate and 0.24 g of 2,2′-azobis(isobutyronitrile) were placed in a 500 mL capacity three-necked flask equipped with a refluxing condenser and stirred and mixed for 30 minutes while nitrogen gas was introduced into the flask. The mixture was heated to 70° C. and radical polymerization was carried out at the temperature over 8 hours. The resulting reaction mixture was cooled to 40° C. 226.6 g of di... Product: C1(OCCO1)=O.C(OCC)(OCC)=O (ethylene carbonate diethyl carbonate). RXN SMILES: C(OC)(=O)C(C)=C.C(OCC1CCC2OC2C1)(=O)C=C.[C:21]1(=[O:26])[O:25][CH2:24][CH2:23][O:22]1.N(C(C)(C)C#N)=NC(C)(C)C#N.[C:39](=[O:46])([O:43][CH2:44][CH3:45])[O:40][CH2:41][CH3:42]>>[C:21]1(=[O:26])[O:25][CH2:24][CH2:23][O:22]1.[C:39](=[O:46])([O:43][CH2:44][CH3:45])[O:40][CH2:41][CH3:42] |f:5.6|. Reaction conditions: temperature 70 celsius, time 8 hour.